describe an organic reaction: reactants, conditions, products, and yield From a dataset of the Open Reaction Database (ORD), a public repository of structured organic reaction records. Reactants: CN1C=CC2=C(C=CC=C12)OC[C@H]1OC1 ((S)-1-Methyl-4-oxiranylmethoxy-1H-indole), C1=C(C=CC2=CC=CC=C12)N1[C@H]2C\C=C/C[C@@H](C1)NC2 (Z-(1S,6S)-7-naphthalen-2-yl-7,9-diaza-bicyclo[4.2.2]dec-3-ene), CCN(C(C)C)C(C)C (DIPEA). The solvent is C(C)O (ethanol). Procedure: (S)-1-Methyl-4-oxiranylmethoxy-1H-indole (50 mg, 0.25 mmol) and Z-(1S,6S)-7-naphthalen-2-yl-7,9-diaza-bicyclo[4.2.2]dec-3-ene (50 mg, 0.189 mmol) were placed in a μW tube with ethanol (2 ml), DIPEA (100 μL, 0.576 mmol) and heated to 120° C. for 900 sec. The solvent was evaporated from the reaction mixture and the residue was purified via flash chromatography (gradient 30% to 100% ethyl acetate/heptane) to yield the title compound as a residue. Yields the product CN1C=CC2=C(C=CC=C12)OC[C@H](CN1C2CC=CCC(C1)N(C2)C2=CC1=CC=CC=C1C=C2)O ((S)-1-(1-Methyl-1H-indol-4-yloxy)-3-(9-naphthalen-2-yl-7,9-diaza-bicyclo[4.2.2]dec-3-en-7-yl)-propan-2-ol). Reaction SMILES: [CH3:1][N:2]1[C:10]2[C:5](=[C:6]([O:11][CH2:12][C@@H:13]3[CH2:15][O:14]3)[CH:7]=[CH:8][CH:9]=2)[CH:4]=[CH:3]1.[CH:16]1[C:25]2[C:20](=[CH:21][CH:22]=[CH:23][CH:24]=2)[CH:19]=[CH:18][C:17]=1[N:26]1[CH2:33][C@H:32]2[NH:34][CH2:35][C@@H:27]1[CH2:28][CH:29]=[CH:30][CH2:31]2.CCN(C(C)C)C(C)C>C(O)C>[CH3:1][N:2]1[C:10]2[C:5](=[C:6]([O:11][CH2:12][C@@H:13]([OH:14])[CH2:15][N:34]3[CH2:35][CH:27]4[N:26]([C:17]5[CH:18]=[CH:19][C:20]6[C:25](=[CH:24][CH:23]=[CH:22][CH:21]=6)[CH:16]=5)[CH2:33][CH:32]3[CH2:31][CH:30]=[CH:29][CH2:28]4)[CH:7]=[CH:8][CH:9]=2)[CH:4]=[CH:3]1. Conditions: temperature 120 celsius.